Dataset: the Open Reaction Database (ORD), a public repository of structured organic reaction records. Task: describe an organic reaction: reactants, conditions, products, and yield The reactants are Brc1ccccc1, CCNNCC, CC(C)(C)[O-], CC(C)NC(C)C, Cl, Cl, [Na+], CC(=O)[O-], CC(=O)[O-], [Pd+2], c1ccc(P(c2ccccc2)c2ccc3ccccc3c2-c2c(P(c3ccccc3)c3ccccc3)ccc3ccccc23)cc1. Yields the product CCNN(CC)c1ccccc1. RXN SMILES: [Br:9][c:10]1[cH:11][cH:12][cH:13][cH:14][cH:15]1.[CH2:3]([CH3:4])[NH:5][NH:6][CH2:7][CH3:8].[CH3:62][C:63]([CH3:64])([O-:65])[CH3:66].[CH:68]([NH:69][CH:70]([CH3:71])[CH3:72])([CH3:73])[CH3:74].[ClH:1].[ClH:2].[Na+:67].[O-:76][C:77]([CH3:78])=[O:79].[O-:80][C:81]([CH3:82])=[O:83].[Pd+2:75].[cH:16]1[cH:17][cH:18][c:19]([P:20]([c:21]2[cH:22][cH:23][c:24]3[c:25]([cH:26][cH:27][cH:28][cH:29]3)[c:30]2-[c:31]2[c:32]3[c:33]([cH:34][cH:35][cH:36][cH:37]3)[cH:38][cH:39][c:40]2[P:41]([c:42]2[cH:43][cH:44][cH:45][cH:46][cH:47]2)[c:48]2[cH:49][cH:50][cH:51][cH:52][cH:53]2)[c:54]2[cH:55][cH:56][cH:57][cH:58][cH:59]2)[cH:60][cH:61]1>>[CH2:3]([CH3:4])[N:5]([NH:6][CH2:7][CH3:8])[c:10]1[cH:11][cH:12][cH:13][cH:14][cH:15]1. Starting materials: C(C)OC(CC1=CC(=CC(=C1)O)F)=O ((3-fluoro-5-hydroxy-phenyl)-acetic acid ethyl ester), BrC=1C=CC(=C(C=O)C1)F (5-bromo-2-fluorobenzaldehyde). Yields the product C(C)OC(CC1=CC(=CC(=C1)F)OC1=C(C=C(C=C1)Br)C=O)=O ([3-(4-Bromo-2-formyl-phenoxy)-5-fluoro-phenyl]-acetic acid ethyl ester). As a reaction SMILES: [CH2:1]([O:3][C:4](=[O:14])[CH2:5][C:6]1[CH:11]=[C:10]([OH:12])[CH:9]=[C:8]([F:13])[CH:7]=1)[CH3:2].[Br:15][C:16]1[CH:17]=[CH:18][C:19](F)=[C:20]([CH:23]=1)[CH:21]=[O:22]>>[CH2:1]([O:3][C:4](=[O:14])[CH2:5][C:6]1[CH:7]=[C:8]([F:13])[CH:9]=[C:10]([O:12][C:19]2[CH:18]=[CH:17][C:16]([Br:15])=[CH:23][C:20]=2[CH:21]=[O:22])[CH:11]=1)[CH3:2]. Reported procedure: Prepared according to the procedure described in Example 24, Step 4, using the following starting materials: (3-fluoro-5-hydroxy-phenyl)-acetic acid ethyl ester and 5-bromo-2-fluorobenzaldehyde. Starting materials: C(C)OC1=NC2=C(N1CC1=CC=C(C=C1)C1=C(C=CC=C1)C=1N=NN(N1)C(C1=CC=CC=C1)(C1=CC=CC=C1)C1=CC=CC=C1)C=C(C=C2C)C2=NC1=C(N2C)C=CC=C1 (4'-[(2-ethoxy-4-methyl-6-(1-methyl-benzimidazol-2-yl)-benzimidazol-1-yl)-methyl]-2-(2-triphenylmethyl-tetrazol-5-yl)-biphenyl), [OH-].[Na+] (sodium hydroxide). The solvent is C(C)O (ethanol). Reaction conditions: temperature 80 celsius, time 2 hour. The product is C(C)OC1=NC2=C(N1CC1=CC=C(C=C1)C1=C(C=CC=C1)C1=NN=NN1)C=C(C=C2C)C2=NC1=C(N2C)C=CC=C1 (4'-[(2-Ethoxy-4-methyl-6-(1-methyl-benzimidazol-2-yl)-benzimidazol-1-yl)-methyl]-2-(1H-tetrazol-5-yl)-biphenyl). RXN SMILES: [CH2:1]([O:3][C:4]1[N:8]([CH2:9][C:10]2[CH:15]=[CH:14][C:13]([C:16]3[CH:21]=[CH:20][CH:19]=[CH:18][C:17]=3[C:22]3[N:23]=[N:24][N:25](C(C4C=CC=CC=4)(C4C=CC=CC=4)C4C=CC=CC=4)[N:26]=3)=[CH:12][CH:11]=2)[C:7]2[CH:46]=[C:47]([C:51]3[N:55]([CH3:56])[C:54]4[CH:57]=[CH:58][CH:59]=[CH:60][C:53]=4[N:52]=3)[CH:48]=[C:49]([CH3:50])[C:6]=2[N:5]=1)[CH3:2].[OH-].[Na+]>C(O)C>[CH2:1]([O:3][C:4]1[N:8]([CH2:9][C:10]2[CH:11]=[CH:12][C:13]([C:16]3[CH:21]=[CH:20][CH:19]=[CH:18][C:17]=3[C:22]3[NH:23][N:24]=[N:25][N:26]=3)=[CH:14][CH:15]=2)[C:7]2[CH:46]=[C:47]([C:51]3[N:55]([CH3:56])[C:54]4[CH:57]=[CH:58][CH:59]=[CH:60][C:53]=4[N:52]=3)[CH:48]=[C:49]([CH3:50])[C:6]=2[N:5]=1)[CH3:2] |f:1.2|. Procedure details: A mixture of 830 mg (1.06 mMol) of 4'-[(2-ethoxy-4-methyl-6-(1-methyl-benzimidazol-2-yl)-benzimidazol-1-yl)-methyl]-2-(2-triphenylmethyl-tetrazol-5-yl)-biphenyl, 2.5 ml of 1N sodium hydroxide solution and 20 ml of ethanol is stirred for 2 hours at 80° C. The solution is then evaporated down, the residue is mixed with about 30 ml of water and made slightly acidic with glacial acetic acid. It is then extracted three times with about 20 ml of methylene chloride, the combined organic extracts are wa... The reactants are CON(C)C(=O)C1CC1c1cccc(F)c1, CO, [Na+], [OH-], O. Product: O=C(O)C1CC1c1cccc(F)c1. Reaction SMILES: [CH3:1][O:2][N:3]([C:4](=[O:5])[CH:6]1[CH:7]([c:9]2[cH:10][c:11]([F:15])[cH:12][cH:13][cH:14]2)[CH2:8]1)[CH3:16].[CH3:20][OH:21].[Na+:19].[OH-:18].[OH2:17]>>[C:4](=[O:5])([CH:6]1[CH:7]([c:9]2[cH:10][c:11]([F:15])[cH:12][cH:13][cH:14]2)[CH2:8]1)[OH:17]. Starting materials: C(CCCC)[Mg]Br (Pentylmagnesium bromide), C(C)OC(C1=CC=C(C=O)C=C1)OCC (4-diethoxymethyl-benzaldehyde), [NH4+].[Cl-] (NH4Cl). Run in C1CCOC1 (THF). Run at temperature 0 celsius, time 1 hour. Yields the product OC(CCCCC)C1=CC=C(C=O)C=C1 (4-(1-Hydroxy-hexyl)-benzaldehyde). Yield: 369.2%. Reaction SMILES: C(O[CH:4]([O:13]CC)[C:5]1[CH:12]=[CH:11][C:8]([CH:9]=[O:10])=[CH:7][CH:6]=1)C.[CH2:16]([Mg]Br)[CH2:17][CH2:18][CH2:19][CH3:20].[NH4+].[Cl-]>C1COCC1>[OH:13][CH:4]([C:5]1[CH:12]=[CH:11][C:8]([CH:9]=[O:10])=[CH:7][CH:6]=1)[CH2:16][CH2:17][CH2:18][CH2:19][CH3:20] |f:2.3|. Procedure details: A solution of 4-diethoxymethyl-benzaldehyde (0.300 mL, 1.51 mmol) in THF (3 mL) was cooled to 0° C. Pentylmagnesium bromide (3.0 mL, 2.0M in THF, 6 mmol) was added dropwise. The reaction was stirred at 0° C. for 1 h and was warmed to room temperature. Aqueous NH4Cl (satd) was added and the aqueous solution was extracted with EtOAc. The organic solution was washed with brine, dried (MgSO4), filtered, and concentrated. The residue was dissolved in 10% aqueous acetone (50 mL) and wet Amberlyst-15 r... The reactants are FC(C(CC(C)(C)C1=CC(=CC=2CCOC21)F)(O)CC=2NC1=CC=C(C=C1C2)SC)(F)F (1,1,1-trifluoro-4-(5-fluoro-2,3-dihydrobenzofuran-7-yl)-4-methyl-2-(5-methylsulfanyl-1H-indol-2-ylmethyl)pentan-2-ol), I(=O)(=O)(=O)[O-].[Na+] (sodium periodate). Run in [Cl-].[Na+].O (brine), CO (methanol). Conditions: time 1 hour. The product is FC(C(CC(C)(C)C1=CC(=CC=2CCOC21)F)(O)CC=2NC1=CC=C(C=C1C2)S(=O)C)(F)F (1,1,1-Trifluoro-4-(5-fluoro-2,3-dihydrobenzofuran-7-yl)-2-(5-methanesulfinyl-1H-indol-2-ylmethyl)-4-methylpentan-2-ol). The yield is 77.3%. Reaction SMILES: [F:1][C:2]([F:32])([F:31])[C:3]([CH2:19][C:20]1[NH:21][C:22]2[C:27]([CH:28]=1)=[CH:26][C:25]([S:29][CH3:30])=[CH:24][CH:23]=2)([OH:18])[CH2:4][C:5]([C:8]1[C:16]2[O:15][CH2:14][CH2:13][C:12]=2[CH:11]=[C:10]([F:17])[CH:9]=1)([CH3:7])[CH3:6].I([O-])(=O)(=O)=[O:34].[Na+]>CO.[Cl-].[Na+].O>[F:32][C:2]([F:1])([F:31])[C:3]([CH2:19][C:20]1[NH:21][C:22]2[C:27]([CH:28]=1)=[CH:26][C:25]([S:29]([CH3:30])=[O:34])=[CH:24][CH:23]=2)([OH:18])[CH2:4][C:5]([C:8]1[C:16]2[O:15][CH2:14][CH2:13][C:12]=2[CH:11]=[C:10]([F:17])[CH:9]=1)([CH3:7])[CH3:6] |f:1.2,4.5.6|. Procedure details: To a solution of 1,1,1-trifluoro-4-(5-fluoro-2,3-dihydrobenzofuran-7-yl)-4-methyl-2-(5-methylsulfanyl-1H-indol-2-ylmethyl)pentan-2-ol (25 mg, 0.053 mmol) in 10 mL of methanol was added sodium periodate (150 mg, 0.70 mmol). After 1 hour, the mixture was diluted with brine and extracted with three 10 mL portions of ethyl acetate. The combined organic layers were washed with three 7 mL portions of brine, dried over magnesium sulfate, filtered, and concentrated in vacuo. The crude residue was purifi...